This data is from the Open Reaction Database (ORD), a public repository of structured organic reaction records. The task is: describe an organic reaction: reactants, conditions, products, and yield Reactants: O (water), COC1=CC=C(C=C1)C1=CC2=C(S1)C=C(C=C2)OC (2-(4'-methoxyphenyl)-6-methoxybenzo[b]thiophene), COC1=C(C(=O)Cl)C(=CC=C1)OC (2,6-dimethoxybenzoyl chloride), [Al+3].[Cl-].[Cl-].[Cl-] (AlCl3). Solvent: C(Cl)Cl (CH2Cl2), CCOC(=O)C (EtOAc), C(Cl)Cl (CH2Cl2). Reaction conditions: time 6 hour. Product: COC1=C(C(=O)C=2C3=C(SC2C2=CC=C(C=C2)OC)C=C(C=C3)OC)C(=CC=C1)OC (3-(2', 6'-dimethoxybenzoyl)-2-(4'-methoxyphenyl)-6-methoxybenzo[b]thiophene). Yield: 60.0%. As a reaction SMILES: [CH3:1][O:2][C:3]1[CH:8]=[CH:7][C:6]([C:9]2[S:13][C:12]3[CH:14]=[C:15]([O:18][CH3:19])[CH:16]=[CH:17][C:11]=3[CH:10]=2)=[CH:5][CH:4]=1.[CH3:20][O:21][C:22]1[CH:30]=[CH:29][CH:28]=[C:27]([O:31][CH3:32])[C:23]=1[C:24](Cl)=[O:25].[Al+3].[Cl-].[Cl-].[Cl-].O>C(Cl)Cl.CCOC(C)=O>[CH3:32][O:31][C:27]1[CH:28]=[CH:29][CH:30]=[C:22]([O:21][CH3:20])[C:23]=1[C:24]([C:10]1[C:11]2[CH:17]=[CH:16][C:15]([O:18][CH3:19])=[CH:14][C:12]=2[S:13][C:9]=1[C:6]1[CH:7]=[CH:8][C:3]([O:2][CH3:1])=[CH:4][CH:5]=1)=[O:25] |f:2.3.4.5|. Reported procedure: To a well-stirred solution of 2-(4'-methoxyphenyl)-6-methoxybenzo[b]thiophene (0.500 g, 1.85 mmol) and 2,6-dimethoxybenzoyl chloride (1.11 g, 5.56 mmol) in CH2Cl2 (40 mL) was added AlCl3 (0.986 g, 7.40 mmol) portion-wise over a 15 minute period. After 6 hours, water was added, and the product was isolated initially by extraction with CH2Cl2 and subsequently by extraction with EtOAc. The organic layers were separately washed with brine and then combined and dried over MgSO4. Purification by flash...